Dataset: the Open Reaction Database (ORD), a public repository of structured organic reaction records. Task: describe an organic reaction: reactants, conditions, products, and yield Starting materials: C1(=CC=CC=C1)SC1=CC=C(C=C1)C(C)(C)C (4-tert-butylphenyl phenyl sulfide), OO (hydrogen peroxide), C1(=CC=CC=C1)C (toluene). Reagents/catalysts: O.O.O.O.O.S(=S)(=O)([O-])[O-].[Na+].[Na+] (sodium thiosulfate pentahydrate). Solvent: O (water), C(C)(=O)O (acetic acid), C(C)(=O)OCC (ethyl acetate), O (water). Reaction conditions: time 18 hour. Product: C1(=CC=CC=C1)S(=O)C1=CC=C(C=C1)C(C)(C)C (4-tert-butylphenyl phenyl sulfoxide). Yield: 98.0%. As a reaction SMILES: [C:1]1([S:7][C:8]2[CH:13]=[CH:12][C:11]([C:14]([CH3:17])([CH3:16])[CH3:15])=[CH:10][CH:9]=2)[CH:6]=[CH:5][CH:4]=[CH:3][CH:2]=1.[OH:18]O.C1(C)C=CC=CC=1>C(O)(=O)C.O.O.O.O.O.S([O-])([O-])(=O)=S.[Na+].[Na+].O.C(OCC)(=O)C>[C:1]1([S:7]([C:8]2[CH:9]=[CH:10][C:11]([C:14]([CH3:17])([CH3:16])[CH3:15])=[CH:12][CH:13]=2)=[O:18])[CH:2]=[CH:3][CH:4]=[CH:5][CH:6]=1 |f:4.5.6.7.8.9.10.11|. Reported procedure: In 160 g of acetic acid was dissolved 27.4 g of 4-tert-butylphenyl phenyl sulfide which had been synthesized according to the well-known formulation. While the solution was maintained at an internal temperature of 30° C., 9 g of 35 wt % aqueous hydrogen peroxide was added dropwise. The reaction solution was aged at room temperature for 18 hours, after which under ice cooling, a mixture of 1 g sodium thiosulfate pentahydrate and 50 g water was added dropwise to quench the reaction. The solution w...